This data is from the Open Reaction Database (ORD), a public repository of structured organic reaction records. The task is: describe an organic reaction: reactants, conditions, products, and yield The reactants are CC(=O)O, N=CN, CC(C)(C)OC(=O)N1CCC(n2cnc(-c3ccc(F)cc3)c2-c2ccncn2)C1, Nc1nccc(-c2c(-c3ccc(F)cc3)ncn2C2CCNC2)n1, CC(C)(C)OC(=O)N1CCC(n2cnc(-c3ccc(F)cc3)c2-c2ccnc(N)n2)C1. Product: Fc1ccc(-c2ncn(C3CCNC3)c2-c2ccncn2)cc1. RXN SMILES: [C:62]([OH:63])(=[O:64])[CH3:65].[CH:66]([NH2:67])=[NH:68].[F:1][c:2]1[cH:3][cH:4][c:5](-[c:8]2[n:9][cH:10][n:11]([CH:19]3[CH2:20][N:21]([C:24]([O:25][C:26]([CH3:27])([CH3:28])[CH3:29])=[O:30])[CH2:22][CH2:23]3)[c:12]2-[c:13]2[n:14][cH:15][n:16][cH:17][cH:18]2)[cH:6][cH:7]1.[F:69][c:70]1[cH:71][cH:72][c:73](-[c:74]2[n:75][cH:76][n:77]([CH:78]3[CH2:79][CH2:80][NH:81][CH2:82]3)[c:83]2-[c:84]2[cH:85][cH:86][n:87][c:88]([NH2:89])[n:90]2)[cH:91][cH:92]1.[NH2:31][c:32]1[n:33][c:34](-[c:35]2[n:36]([CH:37]3[CH2:38][CH2:39][N:40]([C:41]([O:42][C:43]([CH3:44])([CH3:45])[CH3:46])=[O:47])[CH2:48]3)[cH:49][n:50][c:51]2-[c:52]2[cH:53][cH:54][c:55]([F:56])[cH:57][cH:58]2)[cH:59][cH:60][n:61]1>>[F:1][c:2]1[cH:3][cH:4][c:5](-[c:8]2[n:9][cH:10][n:11]([CH:19]3[CH2:20][NH:21][CH2:22][CH2:23]3)[c:12]2-[c:13]2[n:14][cH:15][n:16][cH:17][cH:18]2)[cH:6][cH:7]1. The reactants are C12(CC3CC(CC(C1)C3)C2)CO (adamantan-1-ylmethanol), C1CC12CCC(CC2)CO (spiro[2.5]octan-6-ylmethanol), ClC=1C(=CC(=C(C(=O)NS(=O)(=O)C)C1)F)F (5-chloro-2,4-difluoro-N-(methylsulfonyl)benzamide), ClC=1C(=CC(=C(C(=O)NS(=O)(=O)C2CC2)C1)F)F (5-chloro-N-(cyclopropylsulfonyl)-2,4-difluorobenzamide). The product is ClC=1C(=CC(=C(C(=O)NS(=O)(=O)C2CC2)C1)F)OCC1CCC2(CC2)CC1 (5-chloro-N-(cyclopropylsulfonyl)-2-fluoro-4-(spiro[2.5]octan-6-ylmethoxy)benzamide), solid. Isolated yield 28.0%. RXN SMILES: ClC1C(F)=CC(F)=C(C=1)C(NS(C)(=O)=O)=O.[Cl:17][C:18]1[C:19](F)=[CH:20][C:21]([F:33])=[C:22]([CH:32]=1)[C:23]([NH:25][S:26]([CH:29]1[CH2:31][CH2:30]1)(=[O:28])=[O:27])=[O:24].C12(CO)CC3CC(CC(C3)C1)C2.[CH2:47]1[C:49]2([CH2:54][CH2:53][CH:52]([CH2:55][OH:56])[CH2:51][CH2:50]2)[CH2:48]1>>[Cl:17][C:18]1[C:19]([O:56][CH2:55][CH:52]2[CH2:53][CH2:54][C:49]3([CH2:47][CH2:48]3)[CH2:50][CH2:51]2)=[CH:20][C:21]([F:33])=[C:22]([CH:32]=1)[C:23]([NH:25][S:26]([CH:29]1[CH2:31][CH2:30]1)(=[O:28])=[O:27])=[O:24]. Procedure: Following the procedure as described in Example 8 and making variations as required to replace 5-chloro-2,4-difluoro-N-(methylsulfonyl)benzamide with 5-chloro-N-(cyclopropylsulfonyl)-2,4-difluorobenzamide and to replace adamantan-1-ylmethanol with spiro[2.5]octan-6-ylmethanol, the title compound was obtained as a colorless solid (0.165 g, 28%): 1H NMR (300 MHz, CDCl3) δ8.72-8.59 (m, 1H), 8.16-8.07 (m, 1H), 6.76-6.65 (m, 1H), 3.97-3.86 (m, 2H), 3.17-3.05 (m, 1H), 2.03-1.72 (m, 5H), 1.51-1.42 (m, ...